This data is from the Open Reaction Database (ORD), a public repository of structured organic reaction records. The task is: describe an organic reaction: reactants, conditions, products, and yield Run in C(=O)O (formic acid). The reactants are O1C(OCC1)CCC(C#N)(C#N)CCOCCC1=CC=CC=C1 (2-[1,3-Dioxolan-2-yl]ethyl-2-[2-phenylethoxy]ethylpropanedinitrile). Procedure details: The material from step c) (0.500 g) was dissolved in 80% formic acid (5 ml) and left to stand at room temperature until TLC analysis indicated that the reaction had gone to completion (17 hours). The reaction mixture was partitioned between aqueous sodium bicarbonate solution and ethyl acetate. The combined organic extracts were washed with aqueous sodium bicarbonate solution and brine, dried and evaporated to yield the subtitled compound as a colourless oil (0.349 g, 70%). This was used without... Yield: 70.0%. RXN SMILES: [O:1]1CCO[CH:2]1[CH2:6][CH2:7][C:8]([CH2:13][CH2:14][O:15][CH2:16][CH2:17][C:18]1[CH:23]=[CH:22][CH:21]=[CH:20][CH:19]=1)([C:11]#[N:12])[C:9]#[N:10]>C(O)=O>[C:11]([C:8]([C:9]#[N:10])([CH2:13][CH2:14][O:15][CH2:16][CH2:17][C:18]1[CH:19]=[CH:20][CH:21]=[CH:22][CH:23]=1)[CH2:7][CH2:6][CH:2]=[O:1])#[N:12]. Yields the product C(#N)C(CCC=O)(CCOCCC1=CC=CC=C1)C#N (4,4-Dicyano-6-[2-phenylethoxy]hexanal).